From a dataset of the Open Reaction Database (ORD), a public repository of structured organic reaction records. describe an organic reaction: reactants, conditions, products, and yield Starting materials: C(C)(C)(C)C=1C(=C(C=C(C1)C(C)(C)C)C1=CC(=CC=C1O)C=CC(=O)OCC)OC (ethyl 3-(3′,5′-di-tert-butyl-6-hydroxy-2′-methoxy-3-biphenylyl)acrylate), C(C=C)(=O)O (acrylic acid). Yields the product C(C)(C)(C)C=1C(=C(C=C(C1)C(C)(C)C)C1=CC(=CC=C1O)C=CC(=O)O)OC (3-(3′,5′-di-tert-butyl-6-hydroxy-2′-methoxy-3-biphenylyl)acrylic Acid). RXN SMILES: [C:1]([C:5]1[C:6]([O:29][CH3:30])=[C:7]([C:15]2[C:20]([OH:21])=[CH:19][CH:18]=[C:17]([CH:22]=[CH:23][C:24]([O:26]CC)=[O:25])[CH:16]=2)[CH:8]=[C:9]([C:11]([CH3:14])([CH3:13])[CH3:12])[CH:10]=1)([CH3:4])([CH3:3])[CH3:2].C(O)(=O)C=C>>[C:1]([C:5]1[C:6]([O:29][CH3:30])=[C:7]([C:15]2[C:20]([OH:21])=[CH:19][CH:18]=[C:17]([CH:22]=[CH:23][C:24]([OH:26])=[O:25])[CH:16]=2)[CH:8]=[C:9]([C:11]([CH3:14])([CH3:13])[CH3:12])[CH:10]=1)([CH3:2])([CH3:3])[CH3:4]. Reported procedure: In a manner similar to that of Example 2(h), starting with 1.23 g (3 mmol) of ethyl 3-(3′,5′-di-tert-butyl-6-hydroxy-2′-methoxy-3-biphenylyl)acrylate, 800 mg (69%) of 3-(3′,5′-di-tert-butyl-6-hydroxy-2′-methoxy-3)) -biphenylyl)acrylic acid having a melting point of 166°-7° C. were obtained. Reactants: COc1ccc(C(O)C(C)(C)[N+](=O)[O-])c(OC)c1OC, O=S(Cl)Cl, c1ccccc1. Yields the product COc1ccc(C(Cl)C(C)(C)[N+](=O)[O-])c(OC)c1OC. RXN SMILES: [CH3:1][O:2][c:3]1[c:4]([CH:13]([C:14]([CH3:15])([N+:16](=[O:17])[O-:18])[CH3:19])[OH:20])[cH:5][cH:6][c:7]([O:11][CH3:12])[c:8]1[O:9][CH3:10].[S:21]([Cl:22])([Cl:23])=[O:24].[cH:25]1[cH:26][cH:27][cH:28][cH:29][cH:30]1>>[CH3:1][O:2][c:3]1[c:4]([CH:13]([C:14]([CH3:15])([N+:16](=[O:17])[O-:18])[CH3:19])[Cl:23])[cH:5][cH:6][c:7]([O:11][CH3:12])[c:8]1[O:9][CH3:10]. The reactants are ClC1=C(C=C(C(=N1)C(=O)N1CCC(CC1)N1CCCC1)C)C1=CC(=CC=C1)C(F)(F)F ([6-chloro-3-methyl-5-(3-trifluoromethyl-phenyl)-pyridin-2-yl]-(4-pyrrolidin-1-yl-piperidin-1-yl)-methanone), C(C1=CC=CC=C1)OCCN (2-benzyloxy-ethylamine), C1(=CC=CC=C1)P(C1=C(C2=CC=CC=C2C=C1)C1=C(C=CC2=CC=CC=C12)P(C1=CC=CC=C1)C1=CC=CC=C1)C1=CC=CC=C1 ([rac]-2,2′-bis(diphenylphosphino)-1,1′-binaphthyl), C([O-])([O-])=O.[Cs+].[Cs+] (cesium carbonate). Reagents/catalysts: C(C)(=O)[O-].[Pd+2].C(C)(=O)[O-] (palladium(II) acetate). The solvent is C1(=CC=CC=C1)C (toluene). Product: C(C1=CC=CC=C1)OCCNC1=C(C=C(C(=N1)C(=O)N1CCC(CC1)N1CCCC1)C)C1=CC(=CC=C1)C(F)(F)F ([6-(2-Benzyloxy-ethylamino)-3-methyl-5-(3-trifluoromethyl-phenyl)-pyridin-2-yl]-(4-pyrrolidin-1-yl-piperidin-1-yl)-methanone). Reaction SMILES: Cl[C:2]1[N:7]=[C:6]([C:8]([N:10]2[CH2:15][CH2:14][CH:13]([N:16]3[CH2:20][CH2:19][CH2:18][CH2:17]3)[CH2:12][CH2:11]2)=[O:9])[C:5]([CH3:21])=[CH:4][C:3]=1[C:22]1[CH:27]=[CH:26][CH:25]=[C:24]([C:28]([F:31])([F:30])[F:29])[CH:23]=1.[CH2:32]([O:39][CH2:40][CH2:41][NH2:42])[C:33]1[CH:38]=[CH:37][CH:36]=[CH:35][CH:34]=1.C1(P(C2C=CC=CC=2)C2C=CC3C(=CC=CC=3)C=2C2C3C(=CC=CC=3)C=CC=2P(C2C=CC=CC=2)C2C=CC=CC=2)C=CC=CC=1.C(=O)([O-])[O-].[Cs+].[Cs+]>C1(C)C=CC=CC=1.C([O-])(=O)C.[Pd+2].C([O-])(=O)C>[CH2:32]([O:39][CH2:40][CH2:41][NH:42][C:2]1[N:7]=[C:6]([C:8]([N:10]2[CH2:15][CH2:14][CH:13]([N:16]3[CH2:20][CH2:19][CH2:18][CH2:17]3)[CH2:12][CH2:11]2)=[O:9])[C:5]([CH3:21])=[CH:4][C:3]=1[C:22]1[CH:27]=[CH:26][CH:25]=[C:24]([C:28]([F:31])([F:30])[F:29])[CH:23]=1)[C:33]1[CH:38]=[CH:37][CH:36]=[CH:35][CH:34]=1 |f:3.4.5,7.8.9|. Procedure: In analogy to the procedure described for the preparation of example 6, [6-chloro-3-methyl-5-(3-trifluoromethyl-phenyl)-pyridin-2-yl]-(4-pyrrolidin-1-yl-piperidin-1-yl)-methanone (example 3) was reacted with 2-benzyloxy-ethylamine, [rac]-2,2′-bis(diphenylphosphino)-1,1′-binaphthyl, palladium(II) acetate and cesium carbonate in toluene at reflux to give the title compound as yellow oil. MS: 567.4 (MH+). Starting materials: [H-].[Al+3].[Li+].[H-].[H-].[H-] (lithium aluminum hydride), C(C)OC(CN1N(C(C=2[C@H]3CC[C@@](C12)(C3(C)C)C)=O)C3=C(C=C(C=C3)F)F)=O ([(4S,7R)-2-(2,4-difluoro-phenyl)-7,8,8-trimethyl-3-oxo-2,3,4,5,6,7-hexahydro-4,7-methano-indazol-1-yl]-acetic acid ethyl ester), [OH-].[Na+] (sodium hydroxide), O (Water). Solvent: O1CCCC1 (tetrahydrofuran), O1CCCC1 (tetrahydrofuran). Conditions: time 18 hour. Yields the product FC1=C(C=CC(=C1)F)N1N(C=2[C@@]3(CC[C@H](C2C1=O)C3(C)C)C)CCO ((4S,7R)-2-(2,4-difluoro-phenyl)-1-(2-hydroxy-ethyl)-7,8,8-trimethyl-1,2,4,5,6,7-hexahydro-4,7-methano-indazol-3-one). Yield: 15.3%. Reaction SMILES: [H-].[Al+3].[Li+].[H-].[H-].[H-].C([O:9][C:10](=O)[CH2:11][N:12]1[C:20]2[C@@:19]3([CH3:24])[C:21]([CH3:23])([CH3:22])[C@H:16]([CH2:17][CH2:18]3)[C:15]=2[C:14](=[O:25])[N:13]1[C:26]1[CH:31]=[CH:30][C:29]([F:32])=[CH:28][C:27]=1[F:33])C.O.[OH-].[Na+]>O1CCCC1>[F:33][C:27]1[CH:28]=[C:29]([F:32])[CH:30]=[CH:31][C:26]=1[N:13]1[C:14](=[O:25])[C:15]2[C@@H:16]3[C:21]([CH3:22])([CH3:23])[C@@:19]([CH3:24])([CH2:18][CH2:17]3)[C:20]=2[N:12]1[CH2:11][CH2:10][OH:9] |f:0.1.2.3.4.5,8.9|. Procedure details: A solution of lithium aluminum hydride in tetrahydrofuran (Aldrich; 2 M; 80 μL; 0.16 mmol) was added to a solution of [(4S,7R)-2-(2,4-difluoro-phenyl)-7,8,8-trimethyl-3-oxo-2,3,4,5,6,7-hexahydro-4,7-methano-indazol-1-yl]-acetic acid ethyl ester (Example 92; 57 mg, 0.15 mmol) in dry tetrahydrofuran (EMScience DriSolve; 700 μL) over 1 min, and the solution was stirred at room temperature for 18 h. Water (4 mL) was added and the mixture was stirred for 10 min. 2M aqueous sodium hydroxide solution (... Starting materials: C(=O)(OCC)N1CCN(CC1)C=1N2C(SC3=C(N1)C=CC=C3)=NC=C2 (5-(4-carboethoxypiperazino)-imidazo[2,1-b][1,3,5]benzothiadiazepine), [H-].[Al+3].[Li+].[H-].[H-].[H-] (lithium aluminum hydride), [OH-].[Na+] (sodium hydroxide). Run in O1CCCC1 (tetrahydrofuran). The product is CN1CCN(CC1)C=1N2C(SC3=C(N1)C=CC=C3)=NC=C2 (5-(4-methylpiperazino)-imidazo[2,1-b][1,3,5]benzothiadiazepine). RXN SMILES: [C:1]([N:6]1[CH2:11][CH2:10][N:9]([C:12]2[N:13]3[CH:25]=[CH:24][N:23]=[C:14]3[S:15][C:16]3[CH:22]=[CH:21][CH:20]=[CH:19][C:17]=3[N:18]=2)[CH2:8][CH2:7]1)(OCC)=O.[H-].[Al+3].[Li+].[H-].[H-].[H-].[OH-].[Na+]>O1CCCC1>[CH3:1][N:6]1[CH2:11][CH2:10][N:9]([C:12]2[N:13]3[CH:25]=[CH:24][N:23]=[C:14]3[S:15][C:16]3[CH:22]=[CH:21][CH:20]=[CH:19][C:17]=3[N:18]=2)[CH2:8][CH2:7]1 |f:1.2.3.4.5.6,7.8|. Procedure details: To the solution of 0.2 g of 5-(4-carboethoxypiperazino)-imidazo[2,1-b][1,3,5]benzothiadiazepine in 2 ml of dry tetrahydrofuran, 100 mg of lithium aluminum hydride are added at once and the mixture is refluxed under nitrogen for 48 hrs. The mixture is cooled to room temperature, stirred with 0.2 ml of 30% sodium hydroxide, and filtered. The filtrates were evaporated to dryness and the product is purified to give 5-(4-methylpiperazino)-imidazo[2,1-b][1,3,5]benzothiadiazepine, melting at 145°-7°, a... Starting materials: OC1=CC=C(C=C1)CC(C)NCCC=1N=C(SC1)C (N-[2-(4-hydroxyphenyl)-1-methylethyl]-2-(2-methyl-thiazol-4-yl)ethanamine), C(C=O)(=O)OC (methyl glyoxylate). Yields the product OC1=CC=C(C=C1)CC(C)N1C(OC(C1)C=1N=C(SC1)C)C(=O)OC (Methyl 3-[2-(4-hydroxyphenyl)-1-methylethyl]-5-(2-methyl-thiazol-4-yl)-2-oxazolidine carboxylate). RXN SMILES: [OH:1][C:2]1[CH:7]=[CH:6][C:5]([CH2:8][CH:9]([NH:11][CH2:12][CH2:13][C:14]2[N:15]=[C:16]([CH3:19])[S:17][CH:18]=2)[CH3:10])=[CH:4][CH:3]=1.[C:20]([O:24][CH3:25])(=[O:23])[CH:21]=[O:22]>>[OH:1][C:2]1[CH:7]=[CH:6][C:5]([CH2:8][CH:9]([N:11]2[CH2:12][CH:13]([C:14]3[N:15]=[C:16]([CH3:19])[S:17][CH:18]=3)[O:22][CH:21]2[C:20]([O:24][CH3:25])=[O:23])[CH3:10])=[CH:4][CH:3]=1. Procedure details: Prepared by analogy to Example 18 by reaction of N-[2-(4-hydroxyphenyl)-1-methylethyl]-2-(2-methyl-thiazol-4-yl)ethanamine with methyl glyoxylate, followed by purification of the base on a silica gel column using ether/petroleum ether =8:2 as eluant.